This data is from the Open Reaction Database (ORD), a public repository of structured organic reaction records. The task is: describe an organic reaction: reactants, conditions, products, and yield Starting materials: Nc1cccc2ncccc12, CC(C)(CC(O)(C=O)C(F)(F)F)c1ccccc1. Product: CC(C)(CC(O)(C=Nc1cccc2ncccc12)C(F)(F)F)c1ccccc1. RXN SMILES: [NH2:19][c:20]1[c:21]2[cH:22][cH:23][cH:24][n:25][c:26]2[cH:27][cH:28][cH:29]1.[OH:1][C:2]([CH:3]=[O:4])([CH2:5][C:6]([CH3:7])([c:8]1[cH:9][cH:10][cH:11][cH:12][cH:13]1)[CH3:14])[C:15]([F:16])([F:17])[F:18]>>[OH:1][C:2]([CH:3]=[N:19][c:20]1[c:21]2[cH:22][cH:23][cH:24][n:25][c:26]2[cH:27][cH:28][cH:29]1)([CH2:5][C:6]([CH3:7])([c:8]1[cH:9][cH:10][cH:11][cH:12][cH:13]1)[CH3:14])[C:15]([F:16])([F:17])[F:18]. The reactants are ClC1=C(C=CC=2N(N=NC21)CC2CC2)C2=CC=C(CN1C(NCC1=O)=O)C=C2 (3-{4-[4-Chloro-1-(cyclopropylmethyl)-1H-benzotriazol-5-yl]benzyl}imidazolidine-2,4-dione), IC (iodomethane), C([O-])([O-])=O.[K+].[K+] (potassium carbonate), C([O-])([O-])=O.[K+].[K+] (potassium carbonate), IC (iodomethane). Solvent: CN(C=O)C (N,N-dimethylformamide), C(C)(=O)OCC (ethyl acetate). Reaction conditions: time 1 hour. Product: ClC1=C(C=CC=2N(N=NC21)CC2CC2)C2=CC=C(CN1C(N(CC1=O)C)=O)C=C2 (3-{4-[4-Chloro-1-(cyclopropylmethyl)-1H-benzotriazol-5-yl]benzyl}-1-methylimidazolidine-2,4-dione). RXN SMILES: [Cl:1][C:2]1[C:10]2[N:9]=[N:8][N:7]([CH2:11][CH:12]3[CH2:14][CH2:13]3)[C:6]=2[CH:5]=[CH:4][C:3]=1[C:15]1[CH:28]=[CH:27][C:18]([CH2:19][N:20]2[C:24](=[O:25])[CH2:23][NH:22][C:21]2=[O:26])=[CH:17][CH:16]=1.[C:29](=O)([O-])[O-].[K+].[K+].IC>CN(C)C=O.C(OCC)(=O)C>[Cl:1][C:2]1[C:10]2[N:9]=[N:8][N:7]([CH2:11][CH:12]3[CH2:14][CH2:13]3)[C:6]=2[CH:5]=[CH:4][C:3]=1[C:15]1[CH:16]=[CH:17][C:18]([CH2:19][N:20]2[C:24](=[O:25])[CH2:23][N:22]([CH3:29])[C:21]2=[O:26])=[CH:27][CH:28]=1 |f:1.2.3|. Procedure details: 3-{4-[4-Chloro-1-(cyclopropylmethyl)-1H-benzotriazol-5-yl]benzyl}imidazolidine-2,4-dione (Example 84, 19 mg, 0.048 mmol) was dissolved in N,N-dimethylformamide and treated with potassium carbonate (8.6 mg, 0.062 mmol, 1.3 equiv) and iodomethane (5.4 μL, 0.086 mmol, 1.8 equiv). After stirring at ambient temperature for 1 hour, additional iodomethane (5.4 μL, 0.086 mmol, 1.8 equiv) and potassium carbonate (8.6 mg, 0.062 mmol, 1.3 equiv) were added and the mixture was placed into a preheated oil ba... Reactants: C(C)C=1C(NC(NC1C(C1=CC(=CC(=C1)C)C)=O)=O)=O (5-Ethyl-6-(3,5-dimethylbenzoyl)-2,4-pyrimidinedione), BrCC1CC1 (bromomethyl cyclopropane). The product is C1(CC1)CN1C(NC(C(=C1C(C1=CC(=CC(=C1)C)C)=O)CC)=O)=O (1-(Cyclopropyl)methyl-5-ethyl-6-(3,5-dimethylbenzoyl)-2,4-pyrimidinedione). Isolated yield 50.6%. RXN SMILES: [CH2:1]([C:3]1[C:4](=[O:20])[NH:5][C:6](=[O:19])[NH:7][C:8]=1[C:9](=[O:18])[C:10]1[CH:15]=[C:14]([CH3:16])[CH:13]=[C:12]([CH3:17])[CH:11]=1)[CH3:2].Br[CH2:22][CH:23]1[CH2:25][CH2:24]1>>[CH:23]1([CH2:22][N:7]2[C:8]([C:9](=[O:18])[C:10]3[CH:11]=[C:12]([CH3:17])[CH:13]=[C:14]([CH3:16])[CH:15]=3)=[C:3]([CH2:1][CH3:2])[C:4](=[O:20])[NH:5][C:6]2=[O:19])[CH2:25][CH2:24]1. Reported procedure: 5-Ethyl-6-(3,5-dimethylbenzoyl)-2,4-pyrimidinedione and bromomethyl cyclopropane were reacted by the same way with the example 1 to obtain the titled compound (165 mg, yield: 50.6%). The reactants are O=C(O)C=CC=Cc1ccccc1, O=S(Cl)Cl, c1ccccc1. Yields the product O=C(O)C=CC=Cc1ccccc1, [Cl-]. As a reaction SMILES: [CH:1]([CH:2]=[CH:3][c:4]1[cH:5][cH:6][cH:7][cH:8][cH:9]1)=[CH:10][C:11](=[O:12])[OH:13].[S:14]([Cl:15])([Cl:16])=[O:17].[cH:18]1[cH:19][cH:20][cH:21][cH:22][cH:23]1>>[CH:1]([CH:2]=[CH:3][c:4]1[cH:5][cH:6][cH:7][cH:8][cH:9]1)=[CH:10][C:11](=[O:12])[OH:13].[Cl-:16].